This data is from the Open Reaction Database (ORD), a public repository of structured organic reaction records. The task is: describe an organic reaction: reactants, conditions, products, and yield Product: COc1ccc(-c2c(-c3ccccc3)oc3ncnc(OC(C)CN(C)CCCC(=O)O)c23)cc1. RXN SMILES: [CH2:39]1[O:40][CH2:41][CH2:42][CH2:43]1.[CH3:1][O:2][C:3]([CH2:4][CH2:5][CH2:6][N:7]([CH3:8])[CH2:9][CH:10]([CH3:11])[O:12][c:13]1[c:14]2[c:15]([n:16][cH:17][n:18]1)[o:19][c:20](-[c:30]1[cH:31][cH:32][cH:33][cH:34][cH:35]1)[c:21]2-[c:22]1[cH:23][cH:24][c:25]([O:28][CH3:29])[cH:26][cH:27]1)=[O:36].[Na+:38].[OH-:37]>>[O:2]=[C:3]([CH2:4][CH2:5][CH2:6][N:7]([CH3:8])[CH2:9][CH:10]([CH3:11])[O:12][c:13]1[c:14]2[c:15]([n:16][cH:17][n:18]1)[o:19][c:20](-[c:30]1[cH:31][cH:32][cH:33][cH:34][cH:35]1)[c:21]2-[c:22]1[cH:23][cH:24][c:25]([O:28][CH3:29])[cH:26][cH:27]1)[OH:36]. Reactants: C1CCOC1, COC(=O)CCCN(C)CC(C)Oc1ncnc2oc(-c3ccccc3)c(-c3ccc(OC)cc3)c12, [Na+], [OH-]. The reactants are C=CC=C (1,3-butadiene), [Cl-].[Cl-].C(C)[Al+2] (ethylaluminum dichloride), cis-1,4-polybutadiene, [Nd] (neodymium), C(C(C)C)[Al](CC(C)C)CC(C)C (triisobutylaluminum). Run in glass. The product is C=CC=C.CCCCCC (1,3-butadiene hexane). RXN SMILES: [CH2:1]=[CH:2][CH:3]=[CH2:4].[Nd].C([Al](C[CH:16]([CH3:18])[CH3:17])CC(C)C)C(C)C.[Cl-].[Cl-].C([Al+2])C>>[CH2:1]=[CH:2][CH:3]=[CH2:4].[CH3:1][CH2:2][CH2:3][CH2:18][CH2:16][CH3:17] |f:3.4.5,6.7|. Procedure: Polymerization of 1,3-butadiene was conducted using a catalyst system comprising neodymium versatate (“NdV”), triisobutylaluminum (“TIBA”), and ethylaluminum dichloride (“EADC”) to prepare a control sample of cis-1,4-polybutadiene according to the following method. An oven-dried 800-mL glass bottle was capped with a self-sealing rubber liner and a perforated metal cap. After the bottle was thoroughly purged with a stream of dry nitrogen, the bottle was charged with 106 g of hexane and 227 g of a... Starting materials: C1=CCC2CNCC2C1, CN1CCOCC1, COC(=O)C(=Cc1cccc(C)c1)CC(=O)O, CC(C)COC(=O)Cl, C1CCOC1. Yields the product COC(=O)C(=Cc1cccc(C)c1)CC(=O)N1CC2CC=CCC2C1. As a reaction SMILES: [CH2:33]1[NH:34][CH2:35][CH:36]2[CH2:37][CH:38]=[CH:39][CH2:40][CH:41]12.[CH3:18][N:19]1[CH2:20][CH2:21][O:22][CH2:23][CH2:24]1.[CH3:1][O:2][C:3](=[O:4])[C:5]([CH2:6][C:7](=[O:8])[OH:9])=[CH:10][c:11]1[cH:12][c:13]([CH3:17])[cH:14][cH:15][cH:16]1.[Cl:25][C:26]([O:27][CH2:28][CH:29]([CH3:30])[CH3:31])=[O:32].[O:42]1[CH2:43][CH2:44][CH2:45][CH2:46]1>>[CH3:1][O:2][C:3](=[O:4])[C:5]([CH2:6][C:7](=[O:9])[N:34]1[CH2:33][CH:41]2[CH:36]([CH2:35]1)[CH2:37][CH:38]=[CH:39][CH2:40]2)=[CH:10][c:11]1[cH:12][c:13]([CH3:17])[cH:14][cH:15][cH:16]1. Reported procedure: 8.82 g (0.1 mole) of methylaminopropylamine are added to a solution of 20.35 g (0.1 mole) of 2-phenacylcyclopentanone in glacial acetic acid under nitrogen. After refluxing for 12 hours, water is added and the aqueous solution is washed with ether. The aqueous phase is basified with sodium carbonate and extracted with ether to give a reddish oil. The oil is dissolved in ether and is added to an ether solution of oxalic acid to give 1-(3-methylaminopropyl)-2-phenyl-1,4,5,6-tetrahydrocyclopenta[b]... The product is C(C(=O)O)(=O)O.CNCCCN1C2=C(C=C1C1=CC=CC=C1)CCC2 (1-(3-methylaminopropyl)-2-phenyl-1,4,5,6-tetrahydrocyclopenta[b]pyrrole oxalate). Reaction SMILES: [CH3:1][NH:2][CH2:3][CH2:4][CH2:5][NH2:6].[CH2:7]([CH:16]1[CH2:20][CH2:19][CH2:18][C:17]1=O)[C:8]([C:10]1[CH:15]=[CH:14][CH:13]=[CH:12][CH:11]=1)=O.O.[C:23]([OH:28])(=[O:27])[C:24]([OH:26])=[O:25]>C(O)(=O)C.CCOCC>[C:23]([OH:28])(=[O:27])[C:24]([OH:26])=[O:25].[CH3:1][NH:2][CH2:3][CH2:4][CH2:5][N:6]1[C:8]([C:10]2[CH:15]=[CH:14][CH:13]=[CH:12][CH:11]=2)=[CH:7][C:16]2[CH2:20][CH2:19][CH2:18][C:17]1=2 |f:6.7|. Starting materials: C(C(=O)O)(=O)O (oxalic acid), O (water), CNCCCN (methylaminopropylamine), C(C(=O)C1=CC=CC=C1)C1C(CCC1)=O (2-phenacylcyclopentanone). Run in CCOCC (ether), C(C)(=O)O (acetic acid), CCOCC (ether). Yields the product OC1(c2c[nH]c3ncccc23)CCCNC1. RXN SMILES: [CH2:1]([c:2]1[cH:3][cH:4][cH:5][cH:6][cH:7]1)[N:8]1[CH2:9][C:10]([OH:14])([c:15]2[cH:16][nH:17][c:18]3[n:19][cH:20][cH:21][cH:22][c:23]23)[CH2:11][CH2:12][CH2:13]1.[CH3:28][OH:29].[CH:24]([O-:25])=[O:26].[NH4+:27]>>[NH:8]1[CH2:9][C:10]([OH:14])([c:15]2[cH:16][nH:17][c:18]3[n:19][cH:20][cH:21][cH:22][c:23]23)[CH2:11][CH2:12][CH2:13]1. The reactants are OC1(c2c[nH]c3ncccc23)CCCN(Cc2ccccc2)C1, CO, O=C[O-], [NH4+].